This data is from the Open Reaction Database (ORD), a public repository of structured organic reaction records. The task is: describe an organic reaction: reactants, conditions, products, and yield Reactants: [Cl-].O[NH3+] (hydroxylammonium chloride), C(O)([O-])=O.[Na+] (sodium hydrogen carbonate), CS(=O)C (dimethyl sulfoxide), [Si](C)(C)(C(C)(C)C)OC1(CC1)CO[C@@H]1CC[C@H](CC1)N1C=2N(C(=C(C1=O)CC1=CC=C(C=C1)C=1C(=CC=CC1)C#N)CCC)N=CC2 (4′-[(4-{trans-4-[(1-{[tert-butyl(dimethyl)silyl]oxy}cyclopropyl)methoxy]cyclohexyl}-5-oxo-7-propyl-4,5-dihydropyrazolo[1,5-a]pyrimidin-6-yl)methyl]biphenyl-2-carbonitrile). The solvent is C(C)(=O)OCC (ethyl acetate). Run at temperature 50 celsius, time 30 minute. Yields the product OC1(CC1)CO[C@@H]1CC[C@H](CC1)N1C=2N(C(=C(C1=O)CC1=CC=C(C=C1)C1=C(C=CC=C1)C1=NOC(N1)=O)CCC)N=CC2 (4-{trans-4-[(1-hydroxycyclopropyl)methoxy]cyclohexyl}-6-{[2′-(5-oxo-4,5-dihydro-1,2,4-oxadiazol-3-yl)biphenyl-4-yl]methyl}-7-propylpyrazolo[1,5-a]pyrimidin-5(4H)-one). Yield: 44.0%. As a reaction SMILES: [Cl-].O[NH3+:3].[C:4](=[O:7])([O-])[OH:5].[Na+].CS(C)=O.[Si]([O:20][C:21]1([CH2:24][O:25][C@H:26]2[CH2:31][CH2:30][C@H:29]([N:32]3[C:37](=[O:38])[C:36]([CH2:39][C:40]4[CH:45]=[CH:44][C:43]([C:46]5[C:47]([C:52]#[N:53])=[CH:48][CH:49]=[CH:50][CH:51]=5)=[CH:42][CH:41]=4)=[C:35]([CH2:54][CH2:55][CH3:56])[N:34]4[N:57]=[CH:58][CH:59]=[C:33]34)[CH2:28][CH2:27]2)[CH2:23][CH2:22]1)(C(C)(C)C)(C)C>C(OCC)(=O)C>[OH:20][C:21]1([CH2:24][O:25][C@H:26]2[CH2:31][CH2:30][C@H:29]([N:32]3[C:37](=[O:38])[C:36]([CH2:39][C:40]4[CH:45]=[CH:44][C:43]([C:46]5[CH:51]=[CH:50][CH:49]=[CH:48][C:47]=5[C:52]5[NH:53][C:4](=[O:7])[O:5][N:3]=5)=[CH:42][CH:41]=4)=[C:35]([CH2:54][CH2:55][CH3:56])[N:34]4[N:57]=[CH:58][CH:59]=[C:33]34)[CH2:28][CH2:27]2)[CH2:23][CH2:22]1 |f:0.1,2.3|. Procedure details: A mixture of hydroxylammonium chloride (0.83 g), sodium hydrogen carbonate (1.26 g) and dimethyl sulfoxide (5 mL) was stirred at 50° C. for 30 min, 4′-[(4-{trans-4-[(1-{[tert-butyl(dimethyl)silyl]oxy}cyclopropyl)methoxy]cyclohexyl}-5-oxo-7-propyl-4,5-dihydropyrazolo[1,5-a]pyrimidin-6-yl)methyl]biphenyl-2-carbonitrile (0.67 g) was added, and the mixture was stirred at 90° C. for 18 hr. The reaction mixture was diluted with ethyl acetate, washed with water and then with saturated brine, and dried ... Procedure details: Starting from 7-[2-(cyclopropylmethoxy)-5-fluoro-4-methoxyphenyl]-2-methyl-N-piperidin-4-yl-1H-pyrrolo[3,2-b]pyridine-3-carboxamide hydrochloride (example D.f26) and commercially available propionyl chloride the title compound is obtained as colorless solid. Reactants: Cl.C1(CC1)COC1=C(C=C(C(=C1)OC)F)C1=C2C(=NC=C1)C(=C(N2)C)C(=O)NC2CCNCC2 (7-[2-(cyclopropylmethoxy)-5-fluoro-4-methoxyphenyl]-2-methyl-N-piperidin-4-yl-1H-pyrrolo[3,2-b]pyridine-3-carboxamide hydrochloride), C(CC)(=O)Cl (propionyl chloride). RXN SMILES: Cl.[CH:2]1([CH2:5][O:6][C:7]2[CH:12]=[C:11]([O:13][CH3:14])[C:10]([F:15])=[CH:9][C:8]=2[C:16]2[CH:21]=[CH:20][N:19]=[C:18]3[C:22]([C:26]([NH:28][CH:29]4[CH2:34][CH2:33][NH:32][CH2:31][CH2:30]4)=[O:27])=[C:23]([CH3:25])[NH:24][C:17]=23)[CH2:4][CH2:3]1.[C:35](Cl)(=[O:38])[CH2:36][CH3:37]>>[CH:2]1([CH2:5][O:6][C:7]2[CH:12]=[C:11]([O:13][CH3:14])[C:10]([F:15])=[CH:9][C:8]=2[C:16]2[CH:21]=[CH:20][N:19]=[C:18]3[C:22]([C:26]([NH:28][CH:29]4[CH2:30][CH2:31][N:32]([C:35](=[O:38])[CH2:36][CH3:37])[CH2:33][CH2:34]4)=[O:27])=[C:23]([CH3:25])[NH:24][C:17]=23)[CH2:4][CH2:3]1 |f:0.1|. Product: C1(CC1)COC1=C(C=C(C(=C1)OC)F)C1=C2C(=NC=C1)C(=C(N2)C)C(=O)NC2CCN(CC2)C(CC)=O (7-[2-(Cyclopropylmethoxy)-5-fluoro-4-methoxyphenyl]-2-methyl-N-(1-propionylpiperidin-4-yl)-1H-pyrrolo[3,2-b]pyridine-3-carboxamide).